Dataset: the Open Reaction Database (ORD), a public repository of structured organic reaction records. Task: describe an organic reaction: reactants, conditions, products, and yield Starting materials: 2-M, C(=O)([O-])[O-].[Na+].[Na+] (Na2CO3), C(=O)([O-])[O-].[Na+].[Na+] (Na2CO3), O1C[C@H](CC1)OCC1=[N+](C=CC=C1)[O-] ((S)-2-(Tetrahydrofuran-3-yloxymethyl)pyridine-1-oxide), C[Si](C)(C)C#N (trimethylsilyl cyanide), CN(C(=O)Cl)C (N,N-Dimethylcarbamyl chloride). The solvent is C(C)(=O)OCC (ethyl acetate), C(Cl)Cl (DCM). Conditions: temperature 40 celsius, time 24 hour. The product is O1C[C@H](CC1)OCC1=CC=CC(=N1)C#N ((S)-6-(Tetrahydrofuran-3-yloxymethyl)pyridine-2-carbonitrile). Reaction SMILES: [O:1]1[CH2:5][CH2:4][C@H:3]([O:6][CH2:7][C:8]2[CH:13]=[CH:12][CH:11]=[CH:10][N+:9]=2[O-])[CH2:2]1.[CH3:15][N:16](C)C(Cl)=O.C[Si](C#N)(C)C.C([O-])([O-])=O.[Na+].[Na+]>C(Cl)Cl.C(OCC)(=O)C>[O:1]1[CH2:5][CH2:4][C@H:3]([O:6][CH2:7][C:8]2[N:9]=[C:10]([C:15]#[N:16])[CH:11]=[CH:12][CH:13]=2)[CH2:2]1 |f:3.4.5|. Procedure: (S)-2-(Tetrahydrofuran-3-yloxymethyl)pyridine-1-oxide (24.08 g, 0.123 mol, 1 eq) was dissolved in anhydrous DCM (400 mL). N,N-Dimethylcarbamyl chloride (19.89 g, 0.185 mol, 1.5 eq) was added followed by trimethylsilyl cyanide (18.35 g, 0.185 mol, 1.5 eq). The solution was stirred at 40° C. for 24 hours (solution had turned red). The reaction was cooled to room temperature, then 2 M aqueous Na2CO3 solution was added (80 mL) and stirred overnight. The emulsion was filtered off, leaving the white p... Starting materials: N[C@H]1C2=C(C3=C(N(C1=O)CC1CC1)C=CC=C3)C=CC=C2 ((S)-7-amino-5-cyclopropylmethyl-5H,7H-dibenzo[b,d]azepin-6-one), CC(C(=O)O)(C(=O)NCC(C(F)(F)F)(F)F)C (2,2-dimethyl-N-(2,2,3,3,3-pentafluoro-propyl)-malonamic acid). Product: C1(CC1)CN1C2=C(C3=C([C@@H](C1=O)NC(C(C(=O)NCC(C(F)(F)F)(F)F)(C)C)=O)C=CC=C3)C=CC=C2 (N-((S)-5-cyclopropylmethyl-6-oxo-6,7-dihydro-5H-dibenzo[b,d]azepin-7-yl)-2,2-dimethyl-N′-(2,2,3,3,3-pentafluoro-propyl)-malonamide). RXN SMILES: [NH2:1][C@@H:2]1[C:8](=[O:9])[N:7]([CH2:10][CH:11]2[CH2:13][CH2:12]2)[C:6]2[CH:14]=[CH:15][CH:16]=[CH:17][C:5]=2[C:4]2[CH:18]=[CH:19][CH:20]=[CH:21][C:3]1=2.[CH3:22][C:23]([CH3:38])([C:27]([NH:29][CH2:30][C:31]([F:37])([F:36])[C:32]([F:35])([F:34])[F:33])=[O:28])[C:24](O)=[O:25]>>[CH:11]1([CH2:10][N:7]2[C:8](=[O:9])[C@@H:2]([NH:1][C:24](=[O:25])[C:23]([CH3:22])([CH3:38])[C:27]([NH:29][CH2:30][C:31]([F:36])([F:37])[C:32]([F:33])([F:34])[F:35])=[O:28])[C:3]3[CH:21]=[CH:20][CH:19]=[CH:18][C:4]=3[C:5]3[CH:17]=[CH:16][CH:15]=[CH:14][C:6]2=3)[CH2:13][CH2:12]1. Procedure: (S)-7-amino-5-cyclopropylmethyl-5H,7H-dibenzo[b,d]azepin-6-one was coupled with 2,2-dimethyl-N-(2,2,3,3,3-pentafluoro-propyl)-malonamic acid in analogy to the description in example 73 to yield N-((S)-5-cyclopropylmethyl-6-oxo-6,7-dihydro-5H-dibenzo[b,d]azepin-7-yl)-2,2-dimethyl-N′-(2,2,3,3,3-pentafluoro-propyl)-malonamide as white solid.